Dataset: the Open Reaction Database (ORD), a public repository of structured organic reaction records. Task: describe an organic reaction: reactants, conditions, products, and yield Starting materials: CC1=C(CN2CCCCC2)c2cc(OCCCBr)ccc21, CCO, [N-]=[N+]=[N-], [Na+], O, O. Product: CC1=C(CN2CCCCC2)c2cc(OCCCN=[N+]=[N-])ccc21. Reaction SMILES: [Br:5][CH2:6][CH2:7][CH2:8][O:9][c:10]1[cH:11][cH:12][c:13]2[c:14]([cH:25]1)[C:15]([CH2:18][N:19]1[CH2:20][CH2:21][CH2:22][CH2:23][CH2:24]1)=[C:16]2[CH3:17].[CH2:28]([OH:29])[CH3:30].[N-:2]=[N+:3]=[N-:4].[Na+:1].[OH2:26].[OH2:27]>>[N:2](=[N+:3]=[N-:4])[CH2:6][CH2:7][CH2:8][O:9][c:10]1[cH:11][cH:12][c:13]2[c:14]([cH:25]1)[C:15]([CH2:18][N:19]1[CH2:20][CH2:21][CH2:22][CH2:23][CH2:24]1)=[C:16]2[CH3:17]. Starting materials: Cc1cc(O)ccc1Br, COCOc1ccc(C=O)cc1C(C)C, CCOC(C)=O. Product: COCOc1ccc(Cc2ccc(O)cc2C)cc1C(C)C. As a reaction SMILES: [Br:1][c:2]1[c:3]([CH3:9])[cH:4][c:5]([OH:8])[cH:6][cH:7]1.[CH3:10][O:11][CH2:12][O:13][c:14]1[c:15]([CH:22]([CH3:23])[CH3:24])[cH:16][c:17]([CH:18]=[O:19])[cH:20][cH:21]1.[CH3:25][CH2:26][O:27][C:28](=[O:29])[CH3:30]>>[c:2]1([CH2:18][c:17]2[cH:16][c:15]([CH:22]([CH3:23])[CH3:24])[c:14]([O:13][CH2:12][O:11][CH3:10])[cH:21][cH:20]2)[c:3]([CH3:9])[cH:4][c:5]([OH:8])[cH:6][cH:7]1.